From a dataset of the Open Reaction Database (ORD), a public repository of structured organic reaction records. describe an organic reaction: reactants, conditions, products, and yield Reaction SMILES: [C:31](=[O:32])([OH:33])[CH:34]([CH2:35][N:36]1[C:37](=[O:45])[N:38]([CH3:44])[C:39]([CH3:42])([CH3:43])[C:40]1=[O:41])[CH:46]([C:47](=[O:48])[N:49]1[CH2:50][CH2:51][CH2:52][CH2:53][CH2:54]1)[CH2:55][CH:56]1[CH2:57][CH2:58][CH2:59][CH2:60]1.[CH2:1]([N:2]1[CH2:3][CH2:4][O:5][CH2:6][CH2:7]1)[CH3:8].[CH2:20]([N:21]=[C:22]=[N:23][CH2:24][CH2:25][CH2:26][N:27]([CH3:28])[CH3:29])[CH3:30].[CH2:62]([c:63]1[cH:64][cH:65][cH:66][cH:67][cH:68]1)[O:69][NH2:70].[CH2:71]([Cl:72])[Cl:73].[ClH:61].[OH2:9].[OH:10][n:11]1[c:12]2[cH:13][cH:14][cH:15][cH:16][c:17]2[n:18][n:19]1>>[C:31](=[O:32])([CH:34]([CH2:35][N:36]1[C:37](=[O:45])[N:38]([CH3:44])[C:39]([CH3:42])([CH3:43])[C:40]1=[O:41])[CH:46]([C:47](=[O:48])[N:49]1[CH2:50][CH2:51][CH2:52][CH2:53][CH2:54]1)[CH2:55][CH:56]1[CH2:57][CH2:58][CH2:59][CH2:60]1)[NH:70][O:69][CH2:62][c:63]1[cH:64][cH:65][cH:66][cH:67][cH:68]1. Starting materials: CN1C(=O)N(CC(C(=O)O)C(CC2CCCC2)C(=O)N2CCCCC2)C(=O)C1(C)C, CCN1CCOCC1, CCN=C=NCCCN(C)C, NOCc1ccccc1, ClCCl, Cl, O, On1nnc2ccccc21. Yields the product CN1C(=O)N(CC(C(=O)NOCc2ccccc2)C(CC2CCCC2)C(=O)N2CCCCC2)C(=O)C1(C)C. The reactants are C(C)OC(=O)C1=C(N=CS1)N (4-aminothiazole-5-carboxylic acid ethyl ester), aqueous solution, N(=O)[O-].[Na+] (sodium nitrite), stannous chloride. Solvent: Cl (hydrochloric acid), Cl (hydrochloric acid). Conditions: temperature 0 celsius, time 30 minute. Yields the product C(C)OC(=O)C1=C(N=CS1)NN (4-Hydrazinothiazole-5-carboxylic acid ethyl ester). Yield: 56.7%. As a reaction SMILES: [CH2:1]([O:3][C:4]([C:6]1[S:10][CH:9]=[N:8][C:7]=1[NH2:11])=[O:5])[CH3:2].[N:12]([O-])=O.[Na+]>Cl>[CH2:1]([O:3][C:4]([C:6]1[S:10][CH:9]=[N:8][C:7]=1[NH:11][NH2:12])=[O:5])[CH3:2] |f:1.2|. Procedure details: To 100 ml of a concentrated hydrochloric acid solution containing 19.3 g of 4-aminothiazole-5-carboxylic acid ethyl ester, 12 ml of an aqueous solution of 8.5 g of sodium nitrite was added dropwise at 0 to 5° C. This mixture was stirred at 0° C. for 30 minutes, and then 120 ml of a concentrated hydrochloric acid solution containing 84.9 g of stannous chloride was added dropwise thereto at 0 to 10° C. The mixture was further stirred at the same temperature for 2 hours and then stirred at room tem... The reactants are COC(=O)c1c(OCc2ccccc2)c(=O)ccn1CC(OC)OC, ClCCl, O=C1CCC(=O)N1Br. As a reaction SMILES: [CH3:1][O:2][CH:3]([CH2:4][n:5]1[c:6]([C:20](=[O:21])[O:22][CH3:23])[c:7]([O:12][CH2:13][c:14]2[cH:15][cH:16][cH:17][cH:18][cH:19]2)[c:8](=[O:11])[cH:9][cH:10]1)[O:24][CH3:25].[Cl:34][CH2:35][Cl:36].[O:26]=[C:27]1[N:28]([Br:33])[C:29](=[O:30])[CH2:31][CH2:32]1>>[CH3:1][O:2][CH:3]([CH2:4][n:5]1[c:6]([C:20](=[O:21])[O:22][CH3:23])[c:7]([O:12][CH2:13][c:14]2[cH:15][cH:16][cH:17][cH:18][cH:19]2)[c:8](=[O:11])[c:9]([Br:33])[cH:10]1)[O:24][CH3:25]. Product: COC(=O)c1c(OCc2ccccc2)c(=O)c(Br)cn1CC(OC)OC. Reactants: CC(=O)Nc1ccc(S(=O)(=O)O)cc1, CC(C)OC(=O)CCCCCOc1cc2c(cc1N)nc(-c1ccccc1)n2-c1ccccc1, [Cl-]. Product: CC(=O)Nc1ccc(S(=O)(=O)Nc2cc3nc(-c4ccccc4)n(-c4ccccc4)c3cc2OCCCCCC(=O)OC(C)C)cc1. RXN SMILES: [C:36]([CH3:37])(=[O:38])[NH:39][c:40]1[cH:41][cH:42][c:43]([S:46](=[O:47])(=[O:48])[OH:49])[cH:44][cH:45]1.[CH:1]([CH3:2])([CH3:3])[O:4][C:5]([CH2:6][CH2:7][CH2:8][CH2:9][CH2:10][O:11][c:12]1[c:13]([NH2:33])[cH:14][c:15]2[c:16]([n:17](-[c:26]3[cH:27][cH:28][cH:29][cH:30][cH:31]3)[c:18](-[c:20]3[cH:21][cH:22][cH:23][cH:24][cH:25]3)[n:19]2)[cH:32]1)=[O:34].[Cl-:35]>>[CH:1]([CH3:2])([CH3:3])[O:4][C:5]([CH2:6][CH2:7][CH2:8][CH2:9][CH2:10][O:11][c:12]1[c:13]([NH:33][S:46]([c:43]2[cH:42][cH:41][c:40]([NH:39][C:36]([CH3:37])=[O:38])[cH:45][cH:44]2)(=[O:47])=[O:48])[cH:14][c:15]2[c:16]([n:17](-[c:26]3[cH:27][cH:28][cH:29][cH:30][cH:31]3)[c:18](-[c:20]3[cH:21][cH:22][cH:23][cH:24][cH:25]3)[n:19]2)[cH:32]1)=[O:34]. Starting materials: C(C1=CC=CC=C1)(=O)Cl (benzoyl chloride), C1(=CC=CC=C1)C (toluene). Product: CC1=C(C(=O)C2=CC=CC=C2)C=CC=C1 (Methylbenzophenone). RXN SMILES: [C:1](Cl)(=[O:8])[C:2]1[CH:7]=[CH:6][CH:5]=[CH:4][CH:3]=1.[C:10]1([CH3:16])[CH:15]=[CH:14][CH:13]=[CH:12][CH:11]=1>>[CH3:16][C:10]1[CH:15]=[CH:14][CH:13]=[CH:12][C:11]=1[C:1]([C:2]1[CH:7]=[CH:6][CH:5]=[CH:4][CH:3]=1)=[O:8]. Procedure details: Methylbenzophenone was prepared from mixtures of toluene and benzoyl chloride using essentially the method described in Example 1, with the following modifications in the distillation scheme.